Dataset: the Open Reaction Database (ORD), a public repository of structured organic reaction records. Task: describe an organic reaction: reactants, conditions, products, and yield Reactants: CCO, Cl, [K+], [OH-], O, O, CCOC(=O)c1ccc(NCCCCCCCCc2ccccc2)cc1. Yields the product O=C(O)c1ccc(NCCCCCCCCc2ccccc2)cc1. RXN SMILES: [CH2:30]([OH:31])[CH3:32].[ClH:33].[K+:28].[OH-:27].[OH2:29].[OH2:34].[c:1]1([CH2:7][CH2:8][CH2:9][CH2:10][CH2:11][CH2:12][CH2:13][CH2:14][NH:15][c:16]2[cH:17][cH:18][c:19]([C:20](=[O:21])[O:22][CH2:23][CH3:24])[cH:25][cH:26]2)[cH:2][cH:3][cH:4][cH:5][cH:6]1>>[c:1]1([CH2:7][CH2:8][CH2:9][CH2:10][CH2:11][CH2:12][CH2:13][CH2:14][NH:15][c:16]2[cH:17][cH:18][c:19]([C:20](=[O:21])[OH:22])[cH:25][cH:26]2)[cH:2][cH:3][cH:4][cH:5][cH:6]1. Reactants: CS(=O)(=O)O (methane sulfonic acid), O (water), COC1=CC=C2CCC(C2=C1)=O (6-Methoxy-1-indanone), [N-]=[N+]=[N-].[Na+] (sodium azide). Solvent: C(Cl)(Cl)Cl (CHCl3). Conditions: time 3 hour. The product is COC1=CC=C2CCNC(C2=C1)=O (7-methoxy-3,4-dihydroisoquinolin-1(2H)-one). The yield is 64.0%. RXN SMILES: [CH3:1][O:2][C:3]1[CH:11]=[C:10]2[C:6]([CH2:7][CH2:8][C:9]2=[O:12])=[CH:5][CH:4]=1.[N-:13]=[N+]=[N-].[Na+].CS(O)(=O)=O.O>C(Cl)(Cl)Cl>[CH3:1][O:2][C:3]1[CH:11]=[C:10]2[C:6]([CH2:7][CH2:8][NH:13][C:9]2=[O:12])=[CH:5][CH:4]=1 |f:1.2|. Procedure details: To a mixture of 6-Methoxy-1-indanone (15 g, 92.6 mmol), sodium azide (26.7 g, 277.8 mmol), in CHCl3 was added methane sulfonic acid (60 g, 926 mmol) via addition funnel at 0° C. Reaction mixture was warm to room temperature. Stirring was continued for 3 hr, then poured into cold water. The organics were extracted with methylene chloride and washed with water, sat. NaCl and dried over Na2SO4. Organic solution was concentrated in vacuo and the residue was purified with silica gel eluting with 20% ... Starting materials: CC(C)(C)OC(=O)NC1CCC(CCN2CCN(c3cccc4c3CCC4)CC2)CC1, CCOC(C)=O, Cl. Product: NC1CCC(CCN2CCN(c3cccc4c3CCC4)CC2)CC1. As a reaction SMILES: [C:1]([O:2][C:3](=[O:4])[NH:7][CH:8]1[CH2:9][CH2:10][CH:11]([CH2:14][CH2:15][N:16]2[CH2:17][CH2:18][N:19]([c:22]3[c:23]4[c:27]([cH:28][cH:29][cH:30]3)[CH2:26][CH2:25][CH2:24]4)[CH2:20][CH2:21]2)[CH2:12][CH2:13]1)([CH3:5])([CH3:6])[CH3:31].[CH2:33]([O:34][C:35](=[O:36])[CH3:37])[CH3:38].[ClH:32]>>[NH2:7][CH:8]1[CH2:9][CH2:10][CH:11]([CH2:14][CH2:15][N:16]2[CH2:17][CH2:18][N:19]([c:22]3[c:23]4[c:27]([cH:28][cH:29][cH:30]3)[CH2:26][CH2:25][CH2:24]4)[CH2:20][CH2:21]2)[CH2:12][CH2:13]1. Starting materials: BrC[C@H](O)C1=CC(=C(C=C1)OCC1=CC=CC=C1)NS(=O)(=O)C ((R)-2-bromo-1-[4-phenylmethoxy-3-[(methylsulfonyl)amino]phenyl]ethanol), [Na+].[I-] (NaI). Run in CC(=O)C (acetone). The product is IC[C@H](O)C1=CC(=C(C=C1)OCC1=CC=CC=C1)NS(=O)(=O)C ((R)-2-Iodo-1-[4-phenylmethoxy-3-[(methylsulfonyl)amino]phenyl]ethanol). Yield: 91.7%. Reaction SMILES: Br[CH2:2][C@@H:3]([C:5]1[CH:10]=[CH:9][C:8]([O:11][CH2:12][C:13]2[CH:18]=[CH:17][CH:16]=[CH:15][CH:14]=2)=[C:7]([NH:19][S:20]([CH3:23])(=[O:22])=[O:21])[CH:6]=1)[OH:4].[Na+].[I-:25]>CC(C)=O>[I:25][CH2:2][C@@H:3]([C:5]1[CH:10]=[CH:9][C:8]([O:11][CH2:12][C:13]2[CH:18]=[CH:17][CH:16]=[CH:15][CH:14]=2)=[C:7]([NH:19][S:20]([CH3:23])(=[O:22])=[O:21])[CH:6]=1)[OH:4] |f:1.2|. Procedure: A mixture of (R)-2-bromo-1-[4-phenylmethoxy-3-[(methylsulfonyl)amino]phenyl]ethanol (12.4 g, 31 mmol) and NaI (52 g, 346 mmol) were refluxed in acetone (190 mL) for 1.75 hours. After filtration, the filtrate was concentrated to a pasty red-brown solid which was partitioned between CH2Cl2 (150 mL) and H2O (190 mL). The organic phase was washed with 150 mL ~23.5% w/w aq. sodium bisulfite and with H2O (150 mL), dried over Na2SO4 and concentrated to give the title compound (12.72 g, 91%).